The task is: describe an organic reaction: reactants, conditions, products, and yield. This data is from the Open Reaction Database (ORD), a public repository of structured organic reaction records. The reactants are Br, CCCN(CCC)C1CCc2c(OC)cccc2C1C, Cl. The product is Cl, CCCN(CCC)C1CCc2c(O)cccc2C1C. As a reaction SMILES: [BrH:22].[CH3:2][O:3][c:4]1[c:5]2[c:10]([cH:11][cH:12][cH:13]1)[CH:9]([CH3:14])[CH:8]([N:15]([CH2:16][CH2:17][CH3:18])[CH2:19][CH2:20][CH3:21])[CH2:7][CH2:6]2.[ClH:1]>>[ClH:1].[OH:3][c:4]1[c:5]2[c:10]([cH:11][cH:12][cH:13]1)[CH:9]([CH3:14])[CH:8]([N:15]([CH2:16][CH2:17][CH3:18])[CH2:19][CH2:20][CH3:21])[CH2:7][CH2:6]2. Reactants: O1CCOC2=C1C=CC(=C2)C=2C=C(C(=O)O)C=C(C2)OCCCCCCC2=C(C(=CC=C2)OCCCC(=O)OCC)CCC(=O)OCC (3-(2,3-dihydro-benzo[1,4]dioxin-6-yl)-5-{6-[2-(2-ethoxycarbonyl-ethyl)-3-(3-ethoxycarbonyl-propoxy)-phenyl]-hexyloxy}-benzoic acid), N1CCOCC1 (morpholine). The product is C(=O)(O)CCC1=C(OCCCC(=O)O)C=CC=C1CCCCCCOC1=CC(=CC(=C1)C(=O)N1CCOCC1)C1=CC2=C(OCCO2)C=C1 (4-(2-(2-Carboxy-ethyl)-3-{6-[3-(2,3-dihydro-benzo[1,4]dioxin-6-yl)-5-(morpholine-4-carbonyl)-phenoxy]-hexyl}-phenoxy)-butyric acid). As a reaction SMILES: [O:1]1[C:6]2[CH:7]=[CH:8][C:9]([C:11]3[CH:12]=[C:13]([CH:17]=[C:18]([O:20][CH2:21][CH2:22][CH2:23][CH2:24][CH2:25][CH2:26][C:27]4[CH:32]=[CH:31][CH:30]=[C:29]([O:33][CH2:34][CH2:35][CH2:36][C:37]([O:39]CC)=[O:38])[C:28]=4[CH2:42][CH2:43][C:44]([O:46]CC)=[O:45])[CH:19]=3)[C:14](O)=[O:15])=[CH:10][C:5]=2[O:4][CH2:3][CH2:2]1.[NH:49]1[CH2:54][CH2:53][O:52][CH2:51][CH2:50]1>>[C:44]([CH2:43][CH2:42][C:28]1[C:27]([CH2:26][CH2:25][CH2:24][CH2:23][CH2:22][CH2:21][O:20][C:18]2[CH:17]=[C:13]([C:14]([N:49]3[CH2:54][CH2:53][O:52][CH2:51][CH2:50]3)=[O:15])[CH:12]=[C:11]([C:9]3[CH:8]=[CH:7][C:6]4[O:1][CH2:2][CH2:3][O:4][C:5]=4[CH:10]=3)[CH:19]=2)=[CH:32][CH:31]=[CH:30][C:29]=1[O:33][CH2:34][CH2:35][CH2:36][C:37]([OH:39])=[O:38])([OH:46])=[O:45]. Procedure: The title compound was prepared according to the general procedure described in Example 74 starting from 3-(2,3-dihydro-benzo[1,4]dioxin-6-yl)-5-{6-[2-(2-ethoxycarbonyl-ethyl)-3-(3-ethoxycarbonyl-propoxy)-phenyl]-hexyloxy}-benzoic acid and morpholine. Reactants: BrC1=CC=CC2=C1C(N1[C@H](C=3N2C=NC3C#N)CC1)=O ((S)-8-bromo-9-oxo-12,12a-dihydro-9H,11H-azeto[2,1-c]imidazo[1,5-a][1,4]benzodiazepine-1-carbonitrile), C([O-])([O-])=O.[Na+].[Na+] (sodium carbonate), Cl.NO (hydroxylamine hydrochloride). Run in C(C)O (ethanol), O (water), O (water). Yields the product BrC1=CC=CC2=C1C(N1[C@H](C=3N2C=NC3C(N)=NO)CC1)=O ((S)-8-bromo-9-oxo-12,12a-dihydro-9H,11H-azeto[2,1-c]imidazo[1,5-a][1,4]benzodiazepine-1-carboxamidoxime). The yield is 51.2%. RXN SMILES: [Br:1][C:2]1[C:7]2[C:8](=[O:20])[N:9]3[CH2:19][CH2:18][C@H:10]3[C:11]3[N:12]([CH:13]=[N:14][C:15]=3[C:16]#[N:17])[C:6]=2[CH:5]=[CH:4][CH:3]=1.C(=O)([O-])[O-].[Na+].[Na+].Cl.[NH2:28][OH:29]>C(O)C.O>[Br:1][C:2]1[C:7]2[C:8](=[O:20])[N:9]3[CH2:19][CH2:18][C@H:10]3[C:11]3[N:12]([CH:13]=[N:14][C:15]=3[C:16](=[N:28][OH:29])[NH2:17])[C:6]=2[CH:5]=[CH:4][CH:3]=1 |f:1.2.3,4.5|. Procedure details: 13 g (39.5 mmol) of (S)-8-bromo-9-oxo-12,12a-dihydro-9H,11H-azeto[2,1-c]imidazo[1,5-a][1,4]benzodiazepine-1-carbonitrile were stirred with 7.5 g (71 mmol) of sodium carbonate and 5.7 g (82 mmol) of hydroxylamine hydrochloride in 200 ml of ethanol and 40 ml of water at 50° for 1 hour and at 75° for 10 minutes. After dilution with 50 ml of water the suspension was suction filtered, whereupon the crystals were dried. There were obtained 7.33 g (51%) of (S)-8-bromo-9-oxo-12,12a-dihydro-9H,11H-azeto[... The reactants are COCCOCCN(CCOCCOC)CCOCCOC (tris[2-(2-methoxyethoxy)ethyl]amine), ClC1=CC=C(C#N)C=C1 (4-chlorobenzonitrile), N(=O)[O-].[Na+] (sodium nitrite), P (phosphine). Reagents/catalysts: C=1C=CC(=CC1)/C=C/C(=O)/C=C/C2=CC=CC=C2.C=1C=CC(=CC1)/C=C/C(=O)/C=C/C2=CC=CC=C2.C=1C=CC(=CC1)/C=C/C(=O)/C=C/C2=CC=CC=C2.[Pd].[Pd] (tris(dibenzylideneacetone)dipalladium(0)). Solvent: C(C)(C)(C)O (t-butyl alcohol), O1CCCC1 (tetrahydrofuran). Reaction conditions: time 24 hour. Yields the product [N+](=O)([O-])C1=CC=C(C#N)C=C1 (4-Nitrobenzonitrile). Reaction SMILES: Cl[C:2]1[CH:9]=[CH:8][C:5]([C:6]#[N:7])=[CH:4][CH:3]=1.[N:10]([O-:12])=[O:11].[Na+].P.COCCOCCN(CCOCCOC)CCOCCOC>C(O)(C)(C)C.O1CCCC1.C1C=CC(/C=C/C(/C=C/C2C=CC=CC=2)=O)=CC=1.C1C=CC(/C=C/C(/C=C/C2C=CC=CC=2)=O)=CC=1.C1C=CC(/C=C/C(/C=C/C2C=CC=CC=2)=O)=CC=1.[Pd].[Pd]>[N+:10]([C:2]1[CH:9]=[CH:8][C:5]([C:6]#[N:7])=[CH:4][CH:3]=1)([O-:12])=[O:11] |f:1.2,7.8.9.10.11|. Procedure details: In a nitrogen-atmosphere glovebox, a microwave vial equipped with a magnetic stir bar was charged with 4-chlorobenzonitrile (100 mg, 0.727 mmol, 1 equivalent), sodium nitrite (100 mg, 1.45 mmol, 2 equivalents), tris(dibenzylideneacetone)dipalladium(0) (Pd2dba3) (6.7 mg, 0.00727 mmol, 0.01 equivalents) and phosphine ligand (0.017 mmol, 0.024 equivalents). The solids were slurried in t-butyl alcohol (1.3 mL) before adding tris[2-(2-methoxyethoxy)ethyl]amine (TDA-1) (12 μL, 0.036 mmol, 0.05 equival... Reactants: BrC1=CC=C(C=C1)N1C(=NC(=C1)C(C)(C)O)C(C)(C)C1=C(C=CC=C1)F (2-(1-(4-bromophenyl)-2-(2-(2-fluorophenyl)propan-2-yl)-1H-imidazol-4-yl)propan-2-ol), COCCOC (DME), FC1=C(C(=CC(=C1)B1OC(C(O1)(C)C)(C)C)S(=O)(=O)C)CO ((2-fluoro-6-(methylsulfonyl)-4-(4,4,5,5-tetramethyl-1,3,2-dioxaborolan-2-yl)phenyl)methanol), C([O-])([O-])=O.[K+].[K+] (potassium carbonate). Reagents/catalysts: C1=CC=C(C=C1)P([C-]2C=CC=C2)C3=CC=CC=C3.C1=CC=C(C=C1)P([C-]2C=CC=C2)C3=CC=CC=C3.Cl[Pd]Cl.[Fe+2] (dichloro[1,1′-bis(diphenylphosphino)ferrocene]palladium). Run in O (H2O), CCOC(=O)C (EtOAc). Reaction conditions: temperature 80 celsius, time 2 hour. Product: FC=1C=C(C=C(C1CO)S(=O)(=O)C)C1=CC=C(C=C1)N1C(=NC(=C1)C(C)(C)O)C(C)(C)C1=C(C=CC=C1)F (2-(1-(3′-fluoro-4′-(hydroxymethyl)-5′-(methylsulfonyl)biphenyl-4-yl)-2-(2-(2-fluorophenyl)propan-2-yl)-1H-imidazol-4-yl)propan-2-ol). Yield: 20.3%. RXN SMILES: Br[C:2]1[CH:7]=[CH:6][C:5]([N:8]2[CH:12]=[C:11]([C:13]([OH:16])([CH3:15])[CH3:14])[N:10]=[C:9]2[C:17]([C:20]2[CH:25]=[CH:24][CH:23]=[CH:22][C:21]=2[F:26])([CH3:19])[CH3:18])=[CH:4][CH:3]=1.COCCOC.[F:33][C:34]1[CH:39]=[C:38](B2OC(C)(C)C(C)(C)O2)[CH:37]=[C:36]([S:49]([CH3:52])(=[O:51])=[O:50])[C:35]=1[CH2:53][OH:54].C(=O)([O-])[O-].[K+].[K+]>CCOC(C)=O.C1C=CC(P(C2C=CC=CC=2)[C-]2C=CC=C2)=CC=1.C1C=CC(P(C2C=CC=CC=2)[C-]2C=CC=C2)=CC=1.Cl[Pd]Cl.[Fe+2].O>[F:33][C:34]1[CH:39]=[C:38]([C:2]2[CH:3]=[CH:4][C:5]([N:8]3[CH:12]=[C:11]([C:13]([OH:16])([CH3:15])[CH3:14])[N:10]=[C:9]3[C:17]([C:20]3[CH:25]=[CH:24][CH:23]=[CH:22][C:21]=3[F:26])([CH3:19])[CH3:18])=[CH:6][CH:7]=2)[CH:37]=[C:36]([S:49]([CH3:52])(=[O:51])=[O:50])[C:35]=1[CH2:53][OH:54] |f:3.4.5,7.8.9.10|. Procedure details: To a 50 mL round bottom flask was added 2-(1-(4-bromophenyl)-2-(2-(2-fluorophenyl)propan-2-yl)-1H-imidazol-4-yl)propan-2-ol (380 mg, 911 μmol), DME (25 mL) and H2O (6 mL). The solution was sparged with N2 for 10 min prior to addition of (2-fluoro-6-(methylsulfonyl)-4-(4,4,5,5-tetramethyl-1,3,2-dioxaborolan-2-yl)phenyl)methanol (360 mg, 1.09 mmol), potassium carbonate (380 mg, 2.73 mmol), and dichloro[1,1′-bis(diphenylphosphino)ferrocene]palladium (II) dichloromethane adduct (74 mg, 91 μmol). The... The reactants are O=C([O-])O, OC(c1c(F)ccc(N(Cc2ccccc2)Cc2ccccc2)c1F)c1c[nH]c2ncc(-c3cccnc3)cc12, ClCCl, [Na+], [Na+], [Na+], O=S([O-])([O-])=S. The product is O=C(c1c(F)ccc(N(Cc2ccccc2)Cc2ccccc2)c1F)c1c[nH]c2ncc(-c3cccnc3)cc12. As a reaction SMILES: [C:41](=[O:42])([OH:43])[O-:44].[CH2:1]([c:2]1[cH:3][cH:4][cH:5][cH:6][cH:7]1)[N:8]([c:9]1[c:10]([F:33])[c:11]([CH:16]([OH:17])[c:18]2[cH:19][nH:20][c:21]3[n:22][cH:23][c:24](-[c:27]4[cH:28][n:29][cH:30][cH:31][cH:32]4)[cH:25][c:26]23)[c:12]([F:15])[cH:13][cH:14]1)[CH2:34][c:35]1[cH:36][cH:37][cH:38][cH:39][cH:40]1.[CH2:53]([Cl:54])[Cl:55].[Na+:45].[Na+:51].[Na+:52].[S:46]([O-:47])([O-:48])(=[O:49])=[S:50]>>[CH2:1]([c:2]1[cH:3][cH:4][cH:5][cH:6][cH:7]1)[N:8]([c:9]1[c:10]([F:33])[c:11]([C:16](=[O:17])[c:18]2[cH:19][nH:20][c:21]3[n:22][cH:23][c:24](-[c:27]4[cH:28][n:29][cH:30][cH:31][cH:32]4)[cH:25][c:26]23)[c:12]([F:15])[cH:13][cH:14]1)[CH2:34][c:35]1[cH:36][cH:37][cH:38][cH:39][cH:40]1. Reactants: BrC1=CC=C(C(=O)NC(C(CC)(Cl)Cl)O)C=C1 (4-bromo-N-(2,2-dichloro-1-hydroxybutyl)benzamide), P(Cl)(Cl)(Cl)(Cl)Cl (PCl5), ClC1=CC=C(N)C=C1 (4-chloroaniline). Solvent: C(Cl)(Cl)Cl (chloroform). Reaction conditions: time 18 hour. Yields the product BrC1=CC=C(C(=O)NC(C(CC)(Cl)Cl)NC2=CC=C(C=C2)Cl)C=C1 (4-Bromo-N-(2,2-dichloro-1-(4-chlorophenylamino)butyl)benzamide), solid. Yield: 62.0%. RXN SMILES: [Br:1][C:2]1[CH:17]=[CH:16][C:5]([C:6]([NH:8][CH:9](O)[C:10]([Cl:14])([Cl:13])[CH2:11][CH3:12])=[O:7])=[CH:4][CH:3]=1.P(Cl)(Cl)(Cl)(Cl)Cl.[Cl:24][C:25]1[CH:31]=[CH:30][C:28]([NH2:29])=[CH:27][CH:26]=1>C(Cl)(Cl)Cl>[Br:1][C:2]1[CH:17]=[CH:16][C:5]([C:6]([NH:8][CH:9]([NH:29][C:28]2[CH:30]=[CH:31][C:25]([Cl:24])=[CH:26][CH:27]=2)[C:10]([Cl:14])([Cl:13])[CH2:11][CH3:12])=[O:7])=[CH:4][CH:3]=1. Procedure details: A solution of 4-bromo-N-(2,2-dichloro-1-hydroxybutyl)benzamide 119 (0.84 g, 2.48 mmol) in chloroform (15 mL) was reacted with PCl5 (0.54 g, 2.46 mmol) at 50° C. for 30 minutes. The mixture was cooled to room temperature and quenched with ice. The aqueous layer was extracted with ether. The organic solution was dried over MgSO4, filtered, and reacted with 4-chloroaniline (0.66 g, 5.17 mmol). The mixture was stirred for 18 hours at room temperature. An acidic, (HCl) aqueous workup and ether extrac...